Dataset: the Open Reaction Database (ORD), a public repository of structured organic reaction records. Task: describe an organic reaction: reactants, conditions, products, and yield Starting materials: CC(C)(C)OC(=O)N1CCCCC1CNc1cccc(NC(=O)Nc2csc(-c3ccncc3)n2)n1, CO, O=C(O)C(F)(F)F. The product is O=C(Nc1cccc(NCC2CCCCN2)n1)Nc1csc(-c2ccncc2)n1. RXN SMILES: [C:1]([O:2][C:3](=[O:4])[N:8]1[CH:9]([CH2:14][NH:15][c:16]2[n:17][c:18]([NH:22][C:23](=[O:24])[NH:25][c:26]3[n:27][c:28](-[c:31]4[cH:32][cH:33][n:34][cH:35][cH:36]4)[s:29][cH:30]3)[cH:19][cH:20][cH:21]2)[CH2:10][CH2:11][CH2:12][CH2:13]1)([CH3:5])([CH3:6])[CH3:7].[CH3:44][OH:45].[F:37][C:38]([F:39])([F:40])[C:41]([OH:42])=[O:43]>>[NH:8]1[CH:9]([CH2:14][NH:15][c:16]2[n:17][c:18]([NH:22][C:23](=[O:24])[NH:25][c:26]3[n:27][c:28](-[c:31]4[cH:32][cH:33][n:34][cH:35][cH:36]4)[s:29][cH:30]3)[cH:19][cH:20][cH:21]2)[CH2:10][CH2:11][CH2:12][CH2:13]1. The reactants are BrCC1=CC=C(C=C1)S(=O)(=O)N(CC(C)C)C1=C(C=C(C=C1)C)C (4-(bromomethyl)-N-(2,4-dimethylphenyl)-N-isobutylbenzenesulfonamide), O1CCC(CC1)CO ((tetrahydro-2H-pyran-4-yl)methanol), [H-].[Na+] (sodium hydride). Solvent: CC1OCCC1 (2-methyltetrahydrofuran), CS(=O)C (dimethyl sulfoxide), ClCCl (dichloromethane), O (water). Conditions: temperature 20 celsius, time 16 hour. Product: CC1=C(C=CC(=C1)C)N(S(=O)(=O)C1=CC=C(C=C1)COCC1CCOCC1)CC(C)C (N-(2,4-dimethylphenyl)-N-isobutyl-4-(((tetrahydro-2H-pyran-4-yl)methoxy)methyl)benzenesulfonamide). As a reaction SMILES: Br[CH2:2][C:3]1[CH:8]=[CH:7][C:6]([S:9]([N:12]([C:17]2[CH:22]=[CH:21][C:20]([CH3:23])=[CH:19][C:18]=2[CH3:24])[CH2:13][CH:14]([CH3:16])[CH3:15])(=[O:11])=[O:10])=[CH:5][CH:4]=1.[O:25]1[CH2:30][CH2:29][CH:28]([CH2:31][OH:32])[CH2:27][CH2:26]1.[H-].[Na+]>CC1CCCO1.CS(C)=O.ClCCl.O>[CH3:24][C:18]1[CH:19]=[C:20]([CH3:23])[CH:21]=[CH:22][C:17]=1[N:12]([CH2:13][CH:14]([CH3:16])[CH3:15])[S:9]([C:6]1[CH:5]=[CH:4][C:3]([CH2:2][O:32][CH2:31][CH:28]2[CH2:29][CH2:30][O:25][CH2:26][CH2:27]2)=[CH:8][CH:7]=1)(=[O:10])=[O:11] |f:2.3|. Procedure: To a solution of crude 4-(bromomethyl)-N-(2,4-dimethylphenyl)-N-isobutylbenzenesulfonamide (100 mg, 0.122 mmol) and (tetrahydro-2H-pyran-4-yl)methanol (14.15 mg, 0.122 mmol) in 2-methyltetrahydrofuran (2-MeTHF) (1 mL) and dimethyl sulfoxide (DMSO) (0.5 mL) was added sodium hydride (approximately 4.87 mg, 0.122 mmol, 60% dispersed in oil) in one charge. The reaction mixture was stirred at 20° C. for 16 hours. The reaction was then quenched with methanol (0.5 mL) and water (0.5 mL) and concentrate...